From a dataset of the Open Reaction Database (ORD), a public repository of structured organic reaction records. describe an organic reaction: reactants, conditions, products, and yield The reactants are C(C)C(CC)N1CCC(CC1)CC(=N)NO (2-((1-ethylpropyl)piperidin-4-yl)-N-hydroxyacetamidine), C(C)(C)(C)C1=CC=C(C(=O)Cl)C=C1 (4-tert-butylbenzoyl chloride). Product: Cl.C(C)C(CC)N1CCC(CC1)CC1=NOC(=N1)C1=CC=C(C=C1)C(C)(C)C (1-(1-Ethylpropyl)-4-{[5-(4-tert-butylphenyl)[1,2,4]oxadiazol-3-yl]methyl}piperidine, hydrochloride). As a reaction SMILES: [CH2:1]([CH:3]([N:6]1[CH2:11][CH2:10][CH:9]([CH2:12][C:13]([NH:15][OH:16])=[NH:14])[CH2:8][CH2:7]1)[CH2:4][CH3:5])[CH3:2].[C:17]([C:21]1[CH:29]=[CH:28][C:24]([C:25]([Cl:27])=O)=[CH:23][CH:22]=1)([CH3:20])([CH3:19])[CH3:18]>>[ClH:27].[CH2:1]([CH:3]([N:6]1[CH2:11][CH2:10][CH:9]([CH2:12][C:13]2[N:14]=[C:25]([C:24]3[CH:28]=[CH:29][C:21]([C:17]([CH3:20])([CH3:19])[CH3:18])=[CH:22][CH:23]=3)[O:16][N:15]=2)[CH2:8][CH2:7]1)[CH2:4][CH3:5])[CH3:2] |f:2.3|. Procedure: The title compound was prepared by a similar procedure to that described in Example 12, starting from 2-((1-ethylpropyl)piperidin-4-yl)-N-hydroxyacetamidine and 4-tert-butylbenzoyl chloride. Reactants: C(C1=CC=CC=C1)OC=1C(=NC(=CC1)C)C(C1=CC=CC=C1)O (3-benzyloxy-2-(α-hydroxybenzyl)-6-methylpyridine). The reagents and catalysts are [O-2].[O-2].[Mn+4] (manganese dioxide). Run in C(Cl)(Cl)Cl (chloroform). The product is C(C1=CC=CC=C1)(=O)C1=NC(=CC=C1OCC1=CC=CC=C1)C (2 -Benzoyl-3-benzyloxy-6-methylpyridine). The yield is 98.1%. Reaction SMILES: [CH2:1]([O:8][C:9]1[C:10]([CH:16]([OH:23])[C:17]2[CH:22]=[CH:21][CH:20]=[CH:19][CH:18]=2)=[N:11][C:12]([CH3:15])=[CH:13][CH:14]=1)[C:2]1[CH:7]=[CH:6][CH:5]=[CH:4][CH:3]=1>C(Cl)(Cl)Cl.[O-2].[O-2].[Mn+4]>[C:16]([C:10]1[C:9]([O:8][CH2:1][C:2]2[CH:7]=[CH:6][CH:5]=[CH:4][CH:3]=2)=[CH:14][CH:13]=[C:12]([CH3:15])[N:11]=1)(=[O:23])[C:17]1[CH:18]=[CH:19][CH:20]=[CH:21][CH:22]=1 |f:2.3.4|. Procedure: 116 g of 3-benzyloxy-2-(α-hydroxybenzyl)-6-methylpyridine was dissolved in 500 ml of chloroform. 400 g of manganese dioxide was added under stirring, followed by heating under stirring at 60 ° C. for one hour in an oil bath. After cooling as it was, the reaction solution was filtered to remove insoluble matters, and the solvent was removed. The resulting crystals were vacuum-dried, to give 113 g of the target compound. The reactants are O=C1CCC=2C(=CC=CC12)C#N (1-Oxo-2,3-dihydro-1H-indene-4-carbonitrile), B1(N2CCC[C@@H]2C(O1)(C3=CC=CC=C3)C4=CC=CC=C4)C ((R)-(+)-2-methyl-CBS-oxazaborolidine). The solvent is C(Cl)Cl (DCM), C(Cl)Cl (DCM), C1(=CC=CC=C1)C (toluene), B.CSC (borane dimethylsulfide), B.CSC (Borane dimethylsulfide). Run at time 10 minute. Product: O[C@H]1CCC=2C(=CC=CC12)C#N ((S)-1-hydroxy-2,3-dihydro-1H-indene-4-carbonitrile). Isolated yield 78.0%. Reaction SMILES: B1(C)OC(C2C=CC=CC=2)(C2C=CC=CC=2)[C@@H]2N1CCC2.[O:22]=[C:23]1[C:31]2[CH:30]=[CH:29][CH:28]=[C:27]([C:32]#[N:33])[C:26]=2[CH2:25][CH2:24]1>C1(C)C=CC=CC=1.B.CSC.C(Cl)Cl>[OH:22][C@@H:23]1[C:31]2[CH:30]=[CH:29][CH:28]=[C:27]([C:32]#[N:33])[C:26]=2[CH2:25][CH2:24]1 |f:3.4|. Reported procedure: To a 3-neck flask with an internal thermometer and an addition funnel was added (R)-(+)-2-methyl-CBS-oxazaborolidine solution in toluene (3.0 mL) and borane-dimethylsulfide (300 μL). The reaction was stirred at room temperature for 10 min then diluted with DCM (25 mL). Borane-dimethylsulfide (6.0 mL) was added and, after stirring for 5 min, the reaction was cooled to −20° C. 1-Oxo-2,3-dihydro-1H-indene-4-carbonitrile INT-1 (4.7 g, 30 mmol) in DCM (25 mL) was added dropwise by addition funnel ove... The reactants are OCc1ccc(COc2ccccc2)cc1, O=S(Cl)Cl, c1ccncc1. Product: ClCc1ccc(COc2ccccc2)cc1. Reaction SMILES: [O:1]([c:2]1[cH:3][cH:4][cH:5][cH:6][cH:7]1)[CH2:8][c:9]1[cH:10][cH:11][c:12]([CH2:13][OH:14])[cH:15][cH:16]1.[S:23]([Cl:24])([Cl:25])=[O:26].[cH:17]1[cH:18][cH:19][n:20][cH:21][cH:22]1>>[O:1]([c:2]1[cH:3][cH:4][cH:5][cH:6][cH:7]1)[CH2:8][c:9]1[cH:10][cH:11][c:12]([CH2:13][Cl:25])[cH:15][cH:16]1. Reactants: C(C)OC(=O)C1CCN(CC1)C1=NC=NC(=C1[N+](=O)[O-])OCC1=C(C=CC=C1)C(F)(F)F (1-[5-Nitro-6-(2-trifluoromethyl-benzyloxy)-pyrimidin-4-yl]-piperidine-4-carboxylic acid ethyl ester), OC1=CC=C(C=C1)C(=O)N (4-hydroxybenzene carboxamide), C([O-])([O-])=O.[K+].[K+] (potassium carbonate). The solvent is CN(C)C=O (DMF). Run at temperature 80 celsius. Product: C(C)OC(=O)C1CCN(CC1)C1=NC=NC(=C1[N+](=O)[O-])OC1=CC=C(C=C1)C(N)=O (1-[6-(4-Carbamoyl-phenoxy)-5-nitro-pyrimidin-4-yl]-piperidine-4-carboxylic acid ethyl ester). The yield is 65.0%. Reaction SMILES: [CH2:1]([O:3][C:4]([CH:6]1[CH2:11][CH2:10][N:9]([C:12]2[C:17]([N+:18]([O-:20])=[O:19])=[C:16]([O:21]CC3C=CC=CC=3C(F)(F)F)[N:15]=[CH:14][N:13]=2)[CH2:8][CH2:7]1)=[O:5])[CH3:2].O[C:34]1[CH:39]=[CH:38][C:37]([C:40]([NH2:42])=[O:41])=[CH:36][CH:35]=1.C(=O)([O-])[O-].[K+].[K+]>CN(C=O)C>[CH2:1]([O:3][C:4]([CH:6]1[CH2:11][CH2:10][N:9]([C:12]2[C:17]([N+:18]([O-:20])=[O:19])=[C:16]([O:21][C:34]3[CH:39]=[CH:38][C:37]([C:40](=[O:41])[NH2:42])=[CH:36][CH:35]=3)[N:15]=[CH:14][N:13]=2)[CH2:8][CH2:7]1)=[O:5])[CH3:2] |f:2.3.4|. Procedure details: A mixture of compound 7 (63 mg, 0.2 mmol), 4-hydroxybenzene carboxamide (35 mg, 0.26 mmol) and potassium carbonate (36 mg, 0.26 mmol) in DMF (1 ml) was heated in microwave for 2 minutes at 80° C. Following the general procedure, compound A34 was obtained as a yellow solid (65%). 1HNMR (CDCl3, 400 MHz) δ 1.19 (t, 3H), 1.70-1.80 (m, 2H), 1.98-2.03 (m, 2H), 2.65-2.80 (m, 1H), 3.22 (t, 2H), 3.82-3.96 (m, 2H), 4.07 (q, 2H), 7.25 (d, 2H), 7.40 (s, 1H), 7.92 (d, 2H), 8.00 (s, 1H), 8.20 (s, 1H). Exact m... Starting materials: COC1=NS(=O)N=C1OC, CO, NCCSCc1csc(NC(N)=NCC(F)(F)F)n1. The product is COC1=NS(=O)N=C1NCCSCc1csc(NC(N)=NCC(F)(F)F)n1. Reaction SMILES: [CH3:20][O:21][C:22]1=[N:23][S:24](=[O:29])[N:25]=[C:26]1[O:27][CH3:28].[CH3:30][OH:31].[F:1][C:2]([CH2:3][N:4]=[C:5]([NH:6][c:7]1[s:8][cH:9][c:10]([CH2:12][S:13][CH2:14][CH2:15][NH2:16])[n:11]1)[NH2:17])([F:18])[F:19]>>[F:1][C:2]([CH2:3][N:4]=[C:5]([NH:6][c:7]1[s:8][cH:9][c:10]([CH2:12][S:13][CH2:14][CH2:15][NH:16][C:26]2=[N:25][S:24](=[O:29])[N:23]=[C:22]2[O:21][CH3:20])[n:11]1)[NH2:17])([F:18])[F:19]. The reactants are COC([C@H](CC1=CC=C(C=C1)C1=CC=C(C=C1)C#N)NC(=O)[C@H]1NCC=2C=C3C(=CC2C1)OC[C@@H](O3)C3=CC=C(C=C3)OCC3=CC(=C(C=C3)Cl)Cl)=O ((S)-3-(4′-Cyano-biphenyl-4-yl)-2-({(3S,8S)-3-[4-(3,4-dichloro-benzyloxy)-phenyl]-2,3,6,7,8,9-hexahydro-[1,4]dioxino[2,3-g]isoquinoline-8-carbonyl}-amino)-propionic acid methyl ester), COC1=C(C=CC(=C1)C)S(=O)(=O)Cl (2-methoxy-4-methylbenzenesulfonyl chloride). The product is COC([C@H](CC1=CC=C(C=C1)C1=CC=C(C=C1)C#N)NC(=O)[C@H]1N(CC=2C=C3C(=CC2C1)OC[C@@H](O3)C3=CC=C(C=C3)OCC3=CC(=C(C=C3)Cl)Cl)S(=O)(=O)C3=C(C=C(C=C3)C)OC)=O ((S)-3-(4′-cyano-biphenyl-4-yl)-2-{[(3S,8S)-3-[4-(3,4-dichloro-benzyloxy)-phenyl]-7-(2-methoxy-4-methyl-benzenesulfonyl)-2,3,6,7,8,9-hexahydro-[1,4]dioxino[2,3-g]isoquinoline-8-carbonyl]-amino}-propionic acid methyl ester). RXN SMILES: [CH3:1][O:2][C:3](=[O:53])[C@@H:4]([NH:20][C:21]([C@@H:23]1[CH2:32][C:31]2[CH:30]=[C:29]3[O:33][CH2:34][C@H:35]([C:37]4[CH:42]=[CH:41][C:40]([O:43][CH2:44][C:45]5[CH:50]=[CH:49][C:48]([Cl:51])=[C:47]([Cl:52])[CH:46]=5)=[CH:39][CH:38]=4)[O:36][C:28]3=[CH:27][C:26]=2[CH2:25][NH:24]1)=[O:22])[CH2:5][C:6]1[CH:11]=[CH:10][C:9]([C:12]2[CH:17]=[CH:16][C:15]([C:18]#[N:19])=[CH:14][CH:13]=2)=[CH:8][CH:7]=1.[CH3:54][O:55][C:56]1[CH:61]=[C:60]([CH3:62])[CH:59]=[CH:58][C:57]=1[S:63](Cl)(=[O:65])=[O:64]>>[CH3:1][O:2][C:3](=[O:53])[C@@H:4]([NH:20][C:21]([C@@H:23]1[CH2:32][C:31]2[CH:30]=[C:29]3[O:33][CH2:34][C@H:35]([C:37]4[CH:42]=[CH:41][C:40]([O:43][CH2:44][C:45]5[CH:50]=[CH:49][C:48]([Cl:51])=[C:47]([Cl:52])[CH:46]=5)=[CH:39][CH:38]=4)[O:36][C:28]3=[CH:27][C:26]=2[CH2:25][N:24]1[S:63]([C:57]1[CH:58]=[CH:59][C:60]([CH3:62])=[CH:61][C:56]=1[O:55][CH3:54])(=[O:65])=[O:64])=[O:22])[CH2:5][C:6]1[CH:11]=[CH:10][C:9]([C:12]2[CH:13]=[CH:14][C:15]([C:18]#[N:19])=[CH:16][CH:17]=2)=[CH:8][CH:7]=1. Procedure: (S)-3-(4′-Cyano-biphenyl-4-yl)-2-({(3S,8S)-3-[4-(3,4-dichloro-benzyloxy)-phenyl]-2,3,6,7,8,9-hexahydro-[1,4]dioxino[2,3-g]isoquinoline-8-carbonyl}-amino)-propionic acid methyl ester (25 mg) was reacted with 2-methoxy-4-methylbenzenesulfonyl chloride to afford (S)-3-(4′-cyano-biphenyl-4-yl)-2-{[(3S,8S)-3-[4-(3,4-dichloro-benzyloxy)-phenyl]-7-(2-methoxy-4-methyl-benzenesulfonyl)-2,3,6,7,8,9-hexahydro-[1,4]dioxino[2,3-g]isoquinoline-8-carbonyl]-amino}-propionic acid methyl ester according to Genera... Isolated yield 69.1%. Procedure: A solution of (2S,4R)-4-t-butyldimethylsilyloxy-2-[(2,3-epoxypropyl)thiomethyl]-1-(4-nitrobenzyloxycarbonyl)pyrrolidine (2.59 g), sodium azide (0.52 g) and ammonium chloride (0.43 g) in N,N-dimethylformamide (26 ml) was stirred at 80°-90° C. for 2 hours. The reaction mixture was poured into ice-water (100 ml) and extracted 3 times with ethyl acetate (40 ml). The extract was washed with saturated aqueous sodium chloride, dried over anhydrous magnesium sulfate and evaporated in vacuo. The resultin... The solvent is CN(C=O)C (N,N-dimethylformamide). Yields the product N(=[N+]=[N-])CC(CSC[C@H]1N(C[C@@H](C1)O[Si](C)(C)C(C)(C)C)C(=O)OCC1=CC=C(C=C1)[N+](=O)[O-])O ((2S,4R)-2-[(3-azido-2-hydroxypropyl)thiomethyl]-4-t-butyldimethylsilyloxy-1-(4-nitrobenzyloxycarbonyl)pyrrolidine). The reactants are ice water, [Si](C)(C)(C(C)(C)C)O[C@@H]1C[C@H](N(C1)C(=O)OCC1=CC=C(C=C1)[N+](=O)[O-])CSCC1CO1 ((2S,4R)-4-t-butyldimethylsilyloxy-2-[(2,3-epoxypropyl)thiomethyl]-1-(4-nitrobenzyloxycarbonyl)pyrrolidine), [N-]=[N+]=[N-].[Na+] (sodium azide), [Cl-].[NH4+] (ammonium chloride). RXN SMILES: [Si:1]([O:8][C@H:9]1[CH2:13][N:12]([C:14]([O:16][CH2:17][C:18]2[CH:23]=[CH:22][C:21]([N+:24]([O-:26])=[O:25])=[CH:20][CH:19]=2)=[O:15])[C@H:11]([CH2:27][S:28][CH2:29][CH:30]2[O:32][CH2:31]2)[CH2:10]1)([C:4]([CH3:7])([CH3:6])[CH3:5])([CH3:3])[CH3:2].[N-:33]=[N+:34]=[N-:35].[Na+].[Cl-].[NH4+]>CN(C)C=O>[N:33]([CH2:31][CH:30]([OH:32])[CH2:29][S:28][CH2:27][C@@H:11]1[CH2:10][C@@H:9]([O:8][Si:1]([C:4]([CH3:6])([CH3:5])[CH3:7])([CH3:2])[CH3:3])[CH2:13][N:12]1[C:14]([O:16][CH2:17][C:18]1[CH:19]=[CH:20][C:21]([N+:24]([O-:26])=[O:25])=[CH:22][CH:23]=1)=[O:15])=[N+:34]=[N-:35] |f:1.2,3.4|.